Dataset: the Open Reaction Database (ORD), a public repository of structured organic reaction records. Task: describe an organic reaction: reactants, conditions, products, and yield The reactants are CI (methyl iodide), OC1C(COC1)OC=1C=C(C#N)C=CC1OC (3-(4-hydroxytetrahydrofuran-3-yloxy)-4-methoxybenzonitrile), [H-].[Na+] (sodium hydride). Solvent: CN(C=O)C (dimethylformamide), CN(C=O)C (dimethylformamide), CN(C=O)C (dimethylformamide). Run at temperature 60 celsius, time 2 hour. Product: COC1=C(C=C(C#N)C=C1)OC1COCC1OC (4-Methoxy-3-(4-methoxytetrahydrofuran-3-yloxy)benzonitrile). Isolated yield 72.6%. Reaction SMILES: [OH:1][CH:2]1[CH2:6][O:5][CH2:4][CH:3]1[O:7][C:8]1[CH:9]=[C:10]([CH:13]=[CH:14][C:15]=1[O:16][CH3:17])[C:11]#[N:12].[H-].[Na+].[CH3:20]I>CN(C)C=O>[CH3:17][O:16][C:15]1[CH:14]=[CH:13][C:10]([C:11]#[N:12])=[CH:9][C:8]=1[O:7][CH:3]1[CH:2]([O:1][CH3:20])[CH2:6][O:5][CH2:4]1 |f:1.2|. Reported procedure: 1.0 g (4.2 mmol) of 3-(4-hydroxytetrahydrofuran-3-yloxy)-4-methoxybenzonitrile (A15) in 5 ml of dimethylformamide is added dropwise under a nitrogen atmosphere to a solution of 140 mg (4.6 mmol) of 80% strength sodium hydride in 5 ml of dimethylformamide and the mixture is heated at 60° C. for 20 min. 315 μl (5.0 mmol) of methyl iodide, dissolved in 1 ml of dimethylformamide, are then added dropwise at RT. The mixture is stirred at RT for 2 h, concentrated, treated with 20 ml of water and acidif...